Dataset: the Open Reaction Database (ORD), a public repository of structured organic reaction records. Task: describe an organic reaction: reactants, conditions, products, and yield Reaction SMILES: CC1(C)[O:6][C:5](=[CH:7][C:8]([N:10]([CH2:13][C:14]2[CH:19]=[CH:18][C:17]([F:20])=[CH:16][CH:15]=2)[O:11][CH3:12])=[O:9])[C:4](=[O:21])O1.[CH2:23]([N:25]1[CH2:29][CH2:28][CH2:27][CH:26]1[CH2:30][NH:31][C:32](=[O:45])[C:33]1[CH:38]=[C:37]([S:39](=[O:42])(=[O:41])[NH2:40])[CH:36]=[CH:35][C:34]=1[O:43][CH3:44])[CH3:24]>>[CH2:23]([N:25]1[CH2:29][CH2:28][CH2:27][CH:26]1[CH2:30][NH:31][C:32](=[O:45])[C:33]1[CH:38]=[C:37]([S:39](=[O:41])(=[O:42])[NH:40][C:4](=[O:21])[C:5]([OH:6])=[CH:7][C:8](=[O:9])[N:10]([CH2:13][C:14]2[CH:15]=[CH:16][C:17]([F:20])=[CH:18][CH:19]=2)[O:11][CH3:12])[CH:36]=[CH:35][C:34]=1[O:43][CH3:44])[CH3:24]. Reactants: CC1(OC(C(O1)=CC(=O)N(OC)CC1=CC=C(C=C1)F)=O)C (2-(2,2-Dimethyl-5-oxo-[1,3]dioxolan-4-ylidene)-N-(4-fluoro-benzyl)-N-methoxy-acetamide), C(C)N1C(CCC1)CNC(C1=C(C=CC(=C1)S(N)(=O)=O)OC)=O (N-(1-ethyl-pyrrolidin-2-ylmethyl)-2-methoxy-5-sulfamoyl-benzamide), compound 1. The product is C(C)N1C(CCC1)CNC(C1=C(C=CC(=C1)S(NC(C(=CC(N(OC)CC1=CC=C(C=C1)F)=O)O)=O)(=O)=O)OC)=O (N-(1-Ethyl-pyrrolidin-2-ylmethyl)-5-[3-[(4-fluoro-benzyl)-methoxy-carbamoyl]-2-hydroxy-acryloylsulfamoyl]-2-methoxy-benzamide). Procedure details: 2-(2,2-Dimethyl-5-oxo-[1,3]dioxolan-4-ylidene)-N-(4-fluoro-benzyl)-N-methoxy-acetamide was treated with N-(1-ethyl-pyrrolidin-2-ylmethyl)-2-methoxy-5-sulfamoyl-benzamide as described in the preparation of compound 1 to yield the title compound. 1H NMR (500 MHz, CDCl3) δ: 1.29 (t, 3, J=7), 1.86 (m, 1), 2.06 (m, 2), 2.26 (m, 1), 2.97 (m, 2), 3.50 (m, 1), 3.59 (s, 3), 3.64 (m, 1), 3.82 (m, 2), 3.95 (m, 1), 4.03 (s, 3), 4.72 (s, 2), 6.37 (s, 1), 6.95 (m, 2), 7.10 (m, 1), 7.23 (m, 2), 8.23 (m, 1), 8.... Starting materials: 20, CCOCC (ether), mercuric chloride, BrC(C(=O)OC)(C)C (methyl alpha-bromoisobutyrate), C(C)(=O)OC(C)=O (acetic anhydride), Cl (HCl). The reagents and catalysts are [Zn] (zinc), solution. Solvent: C1=CC=CC=C1 (benzene). Yields the product CC(C(=O)OC)(C(C)=O)C (Methyl 2,2-Dimethyl-3-oxobutanoate). RXN SMILES: [CH3:1][CH2:2][O:3]CC.Br[C:7]([CH3:13])([CH3:12])[C:8]([O:10][CH3:11])=[O:9].C(OC(=O)C)(=O)C.Cl>[Zn].C1C=CC=CC=1>[CH3:12][C:7]([CH3:13])([C:2](=[O:3])[CH3:1])[C:8]([O:10][CH3:11])=[O:9]. Procedure: To a mixture of 20.86 g of 20 mesh zinc metal, 165 ml of 120:210 by volumes ether:benzene and 0.05 g of mercuric chloride was added a few drops of a solution of 26.64 g of methyl alpha-bromoisobutyrate and 18.72 g of acetic anhydride followed by brief heating with a heat gun to initiate the reaction. The remaining solution was added slowly at reflux. After addition was complete, the mixture was refluxed for 21/2 hrs, cooled, poured over 12 ml concentrated HCl mixed with ice, and extracted with e...